Dataset: the Open Reaction Database (ORD), a public repository of structured organic reaction records. Task: describe an organic reaction: reactants, conditions, products, and yield The reactants are [H-].[Na+] (sodium hydride), CN(C=O)C (dimethylformamide), OC(C)C1=CC=C(C=C1)C1=NC=C(C=N1)OCCCCCCCCCC ((+)-2-{4-(1-hydroxyethyl)phenyl}-5-decyloxypyrimidine), C1(=CC=C(C=C1)S(=O)(=O)OCCCCCC)C (hexyl p-toluenesulfonate), compound ( VI ). Run in O (water). Conditions: temperature 40 celsius, time 1 hour. Yields the product C(CCCCC)OC(C)C1=CC=C(C=C1)C1=NC=C(C=N1)OCCCCCCCCCC ((+)-2-{4-(1-hexyloxyethyl)phenyl}-5-decyloxypyrimidine). Yield: 82.1%. RXN SMILES: CN(C)C=O.[OH:6][CH:7]([C:9]1[CH:14]=[CH:13][C:12]([C:15]2[N:20]=[CH:19][C:18]([O:21][CH2:22][CH2:23][CH2:24][CH2:25][CH2:26][CH2:27][CH2:28][CH2:29][CH2:30][CH3:31])=[CH:17][N:16]=2)=[CH:11][CH:10]=1)[CH3:8].[H-].[Na+].[C:34]1(C)[CH:39]=[CH:38][C:37](S(OCCCCCC)(=O)=O)=[CH:36][CH:35]=1>O>[CH2:38]([O:6][CH:7]([C:9]1[CH:10]=[CH:11][C:12]([C:15]2[N:20]=[CH:19][C:18]([O:21][CH2:22][CH2:23][CH2:24][CH2:25][CH2:26][CH2:27][CH2:28][CH2:29][CH2:30][CH3:31])=[CH:17][N:16]=2)=[CH:13][CH:14]=1)[CH3:8])[CH2:39][CH2:34][CH2:35][CH2:36][CH3:37] |f:2.3|. Procedure details: Into 20 ml of anhydrous dimethylformamide were dissolved 1.78 g (5 millimole) of the (+)-2-{4-(1-hydroxyethyl)phenyl}-5-decyloxypyrimidine obtained in Preparation Example [starting material compound (VI)] 70, and then 0.24 g (6 millimole) of 60% sodium hydride was added thereto, followed by stirring at 40° C. for 1 hour. Subsequently, 1.79 g (7 millimole) of hexyl p-toluenesulfonate were added thereto, to subject to reaction at the same temperature for 2 hours. After completion of the reaction, ... Starting materials: CS(=O)(=O)Cl, CCN(C(C)C)C(C)C, ClCCl, CC(C)(C)OC(=O)NC(CO)c1ccc(Cl)cc1. Yields the product CC(C)(C)OC(=O)NC(COS(C)(=O)=O)c1ccc(Cl)cc1. As a reaction SMILES: [CH3:1][S:2]([Cl:3])(=[O:4])=[O:5].[CH:24]([N:25]([CH2:26][CH3:27])[CH:28]([CH3:29])[CH3:30])([CH3:31])[CH3:32].[Cl:33][CH2:34][Cl:35].[Cl:6][c:7]1[cH:8][cH:9][c:10]([CH:13]([CH2:14][OH:15])[NH:16][C:17]([O:18][C:19]([CH3:20])([CH3:21])[CH3:22])=[O:23])[cH:11][cH:12]1>>[CH3:1][S:2](=[O:4])(=[O:5])[O:15][CH2:14][CH:13]([c:10]1[cH:9][cH:8][c:7]([Cl:6])[cH:12][cH:11]1)[NH:16][C:17]([O:18][C:19]([CH3:20])([CH3:21])[CH3:22])=[O:23].